Dataset: the Open Reaction Database (ORD), a public repository of structured organic reaction records. Task: describe an organic reaction: reactants, conditions, products, and yield Starting materials: C(=O)([O-])[O-].[K+].[K+] (K2CO3), NC1=CC=C(C=C1)C(CN)CN (2-(4-aminophenyl)propane-1,3-diamine), C(C)(C)(C)OC(NC1=C(C=CC=C1)C=O)=O (tert-butyl(2-formylphenyl)carbamate), II (iodine), C(C)(C)(C)OC(NC1=C(C=CC=C1)C=O)=O (tert-butyl(2-formylphenyl)carbamate). Run in CC(C)(C)O (t-BuOH). Conditions: time 6.5 hour. The product is NC1=CC=C(C=C1)C1CN=C2N(C(NC=3C=CC=CC23)=O)C1 (3-(4-Aminophenyl)-2,3,4,7-tetrahydro-6H-pyrimido[1,2-c]quinazolin-6-one). The yield is 39.0%. As a reaction SMILES: [NH2:1][C:2]1[CH:7]=[CH:6][C:5]([CH:8]([CH2:11][NH2:12])[CH2:9][NH2:10])=[CH:4][CH:3]=1.C([O-])([O-])=O.[K+].[K+].C([O:23][C:24](=O)[NH:25][C:26]1[CH:31]=[CH:30][CH:29]=[CH:28][C:27]=1[CH:32]=O)(C)(C)C.II>CC(O)(C)C>[NH2:1][C:2]1[CH:3]=[CH:4][C:5]([CH:8]2[CH2:11][N:12]3[C:24](=[O:23])[NH:25][C:26]4[CH:31]=[CH:30][CH:29]=[CH:28][C:27]=4[C:32]3=[N:10][CH2:9]2)=[CH:6][CH:7]=1 |f:1.2.3|. Procedure: A mixture of 2-(4-aminophenyl)propane-1,3-diamine.3HCl (632 mg, 2.30 mmol) and powdered K2CO3 (3.18 g, 23.0 mmol) in 30 mL t-BuOH was heated at 83° C. for 45 min, then tert-butyl(2-formylphenyl)carbamate (560 mg, 2.53 mmol) was added. At 6.5 hours the reaction was allowed to partially cool, approximately 25 mg tert-butyl(2-formylphenyl)carbamate was added, then iodine (48 mg, 0.188 mmol) added, stirred 5 min at rt, and the heating resumed at 83° C. After 1.5 hours the temperature was lowered to ...